This data is from the Open Reaction Database (ORD), a public repository of structured organic reaction records. The task is: describe an organic reaction: reactants, conditions, products, and yield Reactants: CCOC(=O)CBr, O=C([O-])[O-], SCc1ccccc1, CCOCC, [K+], [K+], CN(C)C=O. The product is CCOC(=O)CSCc1ccccc1. Reaction SMILES: [Br:15][CH2:16][C:17](=[O:18])[O:19][CH2:20][CH3:21].[C:9](=[O:10])([O-:11])[O-:12].[CH2:1]([c:2]1[cH:3][cH:4][cH:5][cH:6][cH:7]1)[SH:8].[CH3:22][CH2:23][O:24][CH2:25][CH3:26].[K+:13].[K+:14].[O:27]=[CH:28][N:29]([CH3:30])[CH3:31]>>[CH2:1]([c:2]1[cH:3][cH:4][cH:5][cH:6][cH:7]1)[S:8][CH2:16][C:17](=[O:18])[O:19][CH2:20][CH3:21]. Reactants: CCC1c2cc(F)ccc2-c2cc(Br)ccc2N1S(=O)(=O)c1ccc(OC)cc1, ClCCl, [Na+], [OH-], OB(O)c1ccsc1. Yields the product CCC1c2cc(F)ccc2-c2cc(-c3ccsc3)ccc2N1S(=O)(=O)c1ccc(OC)cc1. RXN SMILES: [Br:1][c:2]1[cH:3][c:4]2[c:13]([cH:14][cH:15]1)[N:12]([S:16](=[O:17])(=[O:18])[c:19]1[cH:20][cH:21][c:22]([O:25][CH3:26])[cH:23][cH:24]1)[CH:11]([CH2:27][CH3:28])[c:10]1[c:5]-2[cH:6][cH:7][c:8]([F:29])[cH:9]1.[Cl:38][CH2:39][Cl:40].[Na+:42].[OH-:41].[s:30]1[cH:31][c:32]([B:35]([OH:36])[OH:37])[cH:33][cH:34]1>>[c:2]1(-[c:32]2[cH:31][s:30][cH:34][cH:33]2)[cH:3][c:4]2[c:13]([cH:14][cH:15]1)[N:12]([S:16](=[O:17])(=[O:18])[c:19]1[cH:20][cH:21][c:22]([O:25][CH3:26])[cH:23][cH:24]1)[CH:11]([CH2:27][CH3:28])[c:10]1[c:5]-2[cH:6][cH:7][c:8]([F:29])[cH:9]1. Reactants: CC=1C(=NC=C(C1)C)N1CCN(CC1)C(=O)C1=CC=C(C=C1)N1C(CC[C@@H]1CO)=O ((R)-1-{4-[4-(3,5-dimethylpyridin-2-yl)piperazine-1-carbonyl]phenyl}-5-hydroxymethylpyrrolidin-2-one), S(=O)(=O)(OC)C1=CC=C(C)C=C1 (methyl tosylate), [H-].[Na+] (sodium hydride), O1CCCC1 (tetrahydrofuran). Solvent: O (Water). Conditions: time 15 minute. Product: CC=1C(=NC=C(C1)C)N1CCN(CC1)C(=O)C1=CC=C(C=C1)N1C(CC[C@@H]1COC)=O ((R)-1-{4-[4-(3,5-dimethylpyridin-2-yl)piperazine-1-carbonyl]phenyl}-5-methoxymethylpyrrolidin-2-one). RXN SMILES: [CH3:1][C:2]1[C:3]([N:9]2[CH2:14][CH2:13][N:12]([C:15]([C:17]3[CH:22]=[CH:21][C:20]([N:23]4[C@@H:27]([CH2:28][OH:29])[CH2:26][CH2:25][C:24]4=[O:30])=[CH:19][CH:18]=3)=[O:16])[CH2:11][CH2:10]2)=[N:4][CH:5]=[C:6]([CH3:8])[CH:7]=1.[H-].[Na+].O1CCC[CH2:34]1.S(C1C=CC(C)=CC=1)(OC)(=O)=O>O>[CH3:1][C:2]1[C:3]([N:9]2[CH2:10][CH2:11][N:12]([C:15]([C:17]3[CH:18]=[CH:19][C:20]([N:23]4[C@@H:27]([CH2:28][O:29][CH3:34])[CH2:26][CH2:25][C:24]4=[O:30])=[CH:21][CH:22]=3)=[O:16])[CH2:13][CH2:14]2)=[N:4][CH:5]=[C:6]([CH3:8])[CH:7]=1 |f:1.2|. Procedure details: To a mixture of (R)-1-{4-[4-(3,5-dimethylpyridin-2-yl)piperazine-1-carbonyl]phenyl}-5-hydroxymethylpyrrolidin-2-one (200 mg) described in Example 284 and sodium hydride (22 mg) was added tetrahydrofuran, and the mixture was stirred at room temperature for 15 min. To the reaction mixture was added methyl tosylate (74 μL), and the mixture was further stirred at room temperature for 2 days. Water was added to the reaction mixture, and the mixture was extracted with ethyl acetate. The organic layer ... Reactants: Br, CCn1c(=O)c2c(nc(C=Cc3cccc(C(C)=O)c3)n2C)n(CC)c1=O, Cl, [Na+], [Na+], [Na+], C1COCCO1, [OH-], O, O=S([O-])([O-])=S. Yields the product CCn1c(=O)c2c(nc(C=Cc3cccc(C(=O)O)c3)n2C)n(CC)c1=O. Reaction SMILES: [Br:3].[C:4]([CH3:5])(=[O:6])[c:7]1[cH:8][c:9]([CH:10]=[CH:11][c:12]2[n:13][c:14]3[n:15]([CH2:26][CH3:27])[c:16](=[O:25])[n:17]([CH2:23][CH3:24])[c:18](=[O:22])[c:19]3[n:20]2[CH3:21])[cH:28][cH:29][cH:30]1.[ClH:38].[Na+:2].[Na+:36].[Na+:37].[O:39]1[CH2:40][CH2:41][O:42][CH2:43][CH2:44]1.[OH-:1].[OH2:45].[S:31]([O-:32])(=[O:33])([O-:34])=[S:35]>>[C:4]([OH:6])([c:7]1[cH:8][c:9]([CH:10]=[CH:11][c:12]2[n:13][c:14]3[n:15]([CH2:26][CH3:27])[c:16](=[O:25])[n:17]([CH2:23][CH3:24])[c:18](=[O:22])[c:19]3[n:20]2[CH3:21])[cH:28][cH:29][cH:30]1)=[O:33]. The reactants are CC(C)C=1C=C(N)C=CC1 (3-(1-methylethyl)aniline), C(C)OC(=O)C#CC(=O)OCC (diethylacetylenedicarboxylate). Product: CC(C)C1=C2C(C=C(NC2=CC=C1)C(=O)OCC)=O (ethyl 5-(1-methylethyl)-4-oxo-1,4-dihydroquinoline-2-carboxylate). Reaction SMILES: [CH3:1][CH:2]([C:4]1[CH:5]=[C:6]([CH:8]=[CH:9][CH:10]=1)[NH2:7])[CH3:3].[CH2:11]([O:13][C:14]([C:16]#[C:17][C:18](OCC)=[O:19])=[O:15])[CH3:12]>>[CH3:1][CH:2]([C:4]1[CH:10]=[CH:9][CH:8]=[C:6]2[C:5]=1[C:18](=[O:19])[CH:17]=[C:16]([C:14]([O:13][CH2:11][CH3:12])=[O:15])[NH:7]2)[CH3:3]. Reported procedure: Treatment of 3-(1-methylethyl)aniline (6.0 g) with diethylacetylenedicarboxylate (7.1 ml), as described in Example 1b, gave ethyl 5-(1-methylethyl)-4-oxo-1,4-dihydroquinoline-2-carboxylate (0.23 g), mp 176°-178° C., δ (360 MHz, DMSO-d6) 1.19 (6H, d (CH3)2), 1.36 (3H, t, CO2CH2CH3), 4.41 (2H, q, CO2CH2), 4.84 (1H, m, CH(CH3)2), 6.56 (1H, S, 3-H). 7.28 (1H, d, 6-H), 7.58 (1H, t, 7-H), 7.79 (1H, d, 8-H) and 11.80 (1H, bs, NH), and ethyl 7-(1-methylethyl)-4-oxo-1,4-dihydroquinoline-2-carboxylate (1.... Starting materials: C(C)(=O)O[C@@H]1[C@@]2([C@]3(C=CC(C=C3CC[C@H]2[C@@H]2CCC([C@@]2(C)C1)(SCC)SCCCC)=O)C)F (11β-Acetyloxy-17-(butylthio)-17-(ethylthio)-9-fluoroandrosta-1,4-diene-3-one). Run in CO (methanol), O1CCCC1 (tetrahydrofuran). Product: C(CCC)SC1([C@]2(C)[C@@H](CC1)[C@@H]1CCC3=CC(C=C[C@]3(C)[C@]1([C@H](C2)O)F)=O)SCC (17-(Butylthio)-17-(ethylthio)-9-fluoro-11β-hydroxyandrosta-1,4-dien-3-one). The yield is 102.8%. RXN SMILES: C([O:4][C@H:5]1[CH2:22][C@@:20]2([CH3:21])[C@@H:16]([CH2:17][CH2:18][C:19]2([S:26][CH2:27][CH2:28][CH2:29][CH3:30])[S:23][CH2:24][CH3:25])[C@H:15]2[C@@:6]1([F:33])[C@:7]1([CH3:32])[C:12]([CH2:13][CH2:14]2)=[CH:11][C:10](=[O:31])[CH:9]=[CH:8]1)(=O)C>CO.O1CCCC1>[CH2:27]([S:26][C:19]1([S:23][CH2:24][CH3:25])[CH2:18][CH2:17][C@H:16]2[C@H:15]3[C@:6]([F:33])([C@@H:5]([OH:4])[CH2:22][C@:20]12[CH3:21])[C@:7]1([CH3:32])[C:12](=[CH:11][C:10](=[O:31])[CH:9]=[CH:8]1)[CH2:13][CH2:14]3)[CH2:28][CH2:29][CH3:30]. Reported procedure: 11β-Acetyloxy-17-(butylthio)-17-(ethylthio)-9-fluoroandrosta-1,4-diene-3-one (925 mg) is dissolved in a mixture of methanol (20 ml) and tetrahydrofuran (20 ml). The solution is stirred, purged with nitrogen and 3.0 M sodium hydroxide (3.0 ml) is added. After 2 hours a slight excess of acetic acid is added and the mixture is then concentrated in vacuo. It is diluted with water (150 ml) and extracted with chloroform. The chloroform extract is washed with water, dried (MgSO4 anh.) and evaporated to... Starting materials: CCn1nnc(C2OC(OC(C)=O)C(OC(C)=O)C2OC(C)=O)n1, CC(C)N(CCNC(=O)NCc1nc(NCC(c2ccccc2)c2ccccc2)c2nc[nH]c2n1)C1CCCC1. The product is CCn1nnc(C2OC(n3cnc4c(NCC(c5ccccc5)c5ccccc5)nc(CNC(=O)NCCN(C(C)C)C5CCCC5)nc43)C(OC(C)=O)C2OC(C)=O)n1. RXN SMILES: [C:41]([CH3:42])(=[O:43])[O:44][CH:45]1[CH:46]([c:58]2[n:59][n:60][n:61]([CH2:63][CH3:64])[n:62]2)[O:47][CH:48]([O:54][C:55](=[O:56])[CH3:57])[CH:49]1[O:50][C:51]([CH3:52])=[O:53].[CH:1]1([N:6]([CH2:7][CH2:8][NH:9][C:10](=[O:11])[NH:12][CH2:13][c:14]2[n:15][c:16]([NH:23][CH2:24][CH:25]([c:26]3[cH:27][cH:28][cH:29][cH:30][cH:31]3)[c:32]3[cH:33][cH:34][cH:35][cH:36][cH:37]3)[c:17]3[n:18][cH:19][nH:20][c:21]3[n:22]2)[CH:38]([CH3:39])[CH3:40])[CH2:2][CH2:3][CH2:4][CH2:5]1>>[CH:1]1([N:6]([CH2:7][CH2:8][NH:9][C:10](=[O:11])[NH:12][CH2:13][c:14]2[n:15][c:16]([NH:23][CH2:24][CH:25]([c:26]3[cH:27][cH:28][cH:29][cH:30][cH:31]3)[c:32]3[cH:33][cH:34][cH:35][cH:36][cH:37]3)[c:17]3[n:18][cH:19][n:20]([CH:48]4[O:47][CH:46]([c:58]5[n:59][n:60][n:61]([CH2:63][CH3:64])[n:62]5)[CH:45]([O:44][C:41]([CH3:42])=[O:43])[CH:49]4[O:50][C:51]([CH3:52])=[O:53])[c:21]3[n:22]2)[CH:38]([CH3:39])[CH3:40])[CH2:2][CH2:3][CH2:4][CH2:5]1.